Dataset: the Open Reaction Database (ORD), a public repository of structured organic reaction records. Task: describe an organic reaction: reactants, conditions, products, and yield Starting materials: C(CC[C@@H](C(=O)O)NC(=O)C1=CC=C(NCC2CNC=3N=C(N)NC(=O)C3N2)C=C1)(=O)O (tetrahydrofolic acid), 75.9, Cl (hydrochloric acid). The product is C(CC[C@@H](C(=O)O)NC(=O)C1=CC=C(NC[C@@H]2CNC=3N=C(N)NC(=O)C3N2)C=C1)(=O)O ((6R)-tetrahydrofolic acid). RXN SMILES: [C:1]([OH:32])(=[O:31])[CH2:2][CH2:3][C@H:4]([NH:8][C:9]([C:11]1[CH:30]=[CH:29][C:14]([NH:15][CH2:16][CH:17]2[NH:28][C:27]3[C:25](=[O:26])[NH:24][C:22]([NH2:23])=[N:21][C:20]=3[NH:19][CH2:18]2)=[CH:13][CH:12]=1)=[O:10])[C:5]([OH:7])=[O:6].Cl>>[C:1]([OH:32])(=[O:31])[CH2:2][CH2:3][C@H:4]([NH:8][C:9]([C:11]1[CH:12]=[CH:13][C:14]([NH:15][CH2:16][C@H:17]2[NH:28][C:27]3[C:25](=[O:26])[NH:24][C:22]([NH2:23])=[N:21][C:20]=3[NH:19][CH2:18]2)=[CH:29][CH:30]=1)=[O:10])[C:5]([OH:7])=[O:6]. Procedure: One half of the mother liquor is precipitated with 1.1 g of ethanol, giving enriched amorphous (6R) tetrahydrofolic acid with a chemical content of 63.3% and a (6R) percentage of 75.9, while in the other half of the mother liquor the pH is rapidly brought to 3.5 using 6.3 g of hydrochloric acid, resulting in enriched, amorphous (6R)-tetrahydrofolic acid with a chemical content of 64.8% and a (6R) percentage of 75.9. Reactants: C1CCOC1, COc1ccc(C(=O)Cl)cc1, ClCCl, Nc1ccc(Cl)c(C(=O)O)c1. Yields the product COc1ccc(C(=O)Nc2ccc(Cl)c(C(=O)O)c2)cc1. RXN SMILES: [CH2:26]1[O:27][CH2:28][CH2:29][CH2:30]1.[CH3:12][O:13][c:14]1[cH:15][cH:16][c:17]([C:18](=[O:19])[Cl:20])[cH:21][cH:22]1.[Cl:23][CH2:24][Cl:25].[NH2:1][c:2]1[cH:3][cH:4][c:5]([Cl:11])[c:6]([C:7](=[O:8])[OH:9])[cH:10]1>>[NH:1]([c:2]1[cH:3][cH:4][c:5]([Cl:11])[c:6]([C:7](=[O:8])[OH:9])[cH:10]1)[C:18]([c:17]1[cH:16][cH:15][c:14]([O:13][CH3:12])[cH:22][cH:21]1)=[O:19]. Starting materials: CN(CCN(CCO)C)C (2-{[2-(dimethylamino) ethyl]methylamino}ethanol), C(C=C)(=O)N (acrylamide), [H-].[Na+] (Sodium hydride), CN(CCN(CCO)C)C (2-{[2-(dimethylamino) ethyl]methylamino}ethanol), C(C=C)(=O)N (acrylamide), S(O)(O)(=O)=O (sulfuric acid). The solvent is 3. Product: CN(CCN(CCOCCC(=O)N)C)C (3-{2-[(2-Dimethylamino ethyl)methylamino]ethoxy}propionamide). As a reaction SMILES: [CH3:1][N:2]([CH3:10])[CH2:3][CH2:4][N:5]([CH3:9])[CH2:6][CH2:7][OH:8].[H-].[Na+].[C:13]([NH2:17])(=[O:16])[CH:14]=[CH2:15].S(=O)(=O)(O)O>>[CH3:1][N:2]([CH3:10])[CH2:3][CH2:4][N:5]([CH3:9])[CH2:6][CH2:7][O:8][CH2:15][CH2:14][C:13]([NH2:17])=[O:16] |f:1.2|. Reported procedure: A 50 ml 3 neck round bottom flask was fitted with the following: magnetic stirrer, reflux condenser, air bubbler, and a temperature controlled oil bath. The flask was charged with 7.3 g of 2-{[2-(dimethylamino) ethyl]methylamino}ethanol. Sodium hydride, 0.014 g, was then added carefully to the of 2-{[2-(dimethylamino) ethyl]methylamino}ethanol with stirring. The mixture was stirred at a constant rate for two minutes before 3.55 g of acrylamide was added. After the addition of acrylamide, the rea...